Dataset: the Open Reaction Database (ORD), a public repository of structured organic reaction records. Task: describe an organic reaction: reactants, conditions, products, and yield The reactants are C1(CC1)C1=NC=C(C=N1)OC1=CC=C(C=O)C=C1 (4-[(2-cyclopropylpyrimidin-5-yl)oxy]benzaldehyde), CN (methylamine), C1CCOC1 (THF), [BH4-].[Na+] (sodium borohydride), solution, Cl (hydrogen chloride). Solvent: CCOC(=O)C (EtOAc), CC#N (MeCN), CC#N (MeCN), CCOC(=O)C (EtOAc). Reaction conditions: time 30 minute. Yields the product Cl.Cl.C1(CC1)C1=NC=C(C=N1)OC1=CC=C(CCN)C=C1 ({4-[(2-Cyclopropylpyrimidin-5-yl)oxy]benzyl}methylamine dihydrochloride). Yield: 56.0%. As a reaction SMILES: [CH:1]1([C:4]2[N:9]=[CH:8][C:7]([O:10][C:11]3[CH:18]=[CH:17][C:14]([CH:15]=O)=[CH:13][CH:12]=3)=[CH:6][N:5]=2)[CH2:3][CH2:2]1.[CH3:19][NH2:20].C1COCC1.[BH4-].[Na+].[ClH:28]>CC#N.CCOC(C)=O>[ClH:28].[ClH:28].[CH:1]1([C:4]2[N:9]=[CH:8][C:7]([O:10][C:11]3[CH:18]=[CH:17][C:14]([CH2:15][CH2:19][NH2:20])=[CH:13][CH:12]=3)=[CH:6][N:5]=2)[CH2:3][CH2:2]1 |f:3.4,8.9.10|. Procedure: To a solution of 4-[(2-cyclopropylpyrimidin-5-yl)oxy]benzaldehyde (0.240 g, 1.0 mmol) in MeCN (0.50 mL) was added 2M methylamine in THF (2.0 mL, 4.0 mmol) followed by sodium borohydride (0.120 g, 3.2 mmol) and MeCN (0.50 mL). The slurry was stirred for 30 minutes. The solvents were removed by evaporation, water was added and the mixture was extracted with EtOAc. The organic phase was washed with brine and evaporated onto silica gel. This gel was applied onto a 20 g silica gel column. Column chro... Starting materials: CC(C)(C)OC(=O)N1CCC(Oc2cc(F)ccc2Br)CC1, CCO, Cl, C1COCCO1. The product is Fc1ccc(Br)c(OC2CCNCC2)c1. RXN SMILES: [Br:1][c:2]1[c:3]([O:4][CH:5]2[CH2:6][CH2:7][N:8]([C:11]([O:12][C:13]([CH3:14])([CH3:15])[CH3:16])=[O:17])[CH2:9][CH2:10]2)[cH:18][c:19]([F:22])[cH:20][cH:21]1.[CH3:24][CH2:25][OH:26].[ClH:23].[O:27]1[CH2:28][CH2:29][O:30][CH2:31][CH2:32]1>>[Br:1][c:2]1[c:3]([O:4][CH:5]2[CH2:6][CH2:7][NH:8][CH2:9][CH2:10]2)[cH:18][c:19]([F:22])[cH:20][cH:21]1. The reactants are C1CCOC1, COC(=O)c1cc(SC(=O)N(C)C)cc(C(=O)OC)c1, [Na+], [OH-]. The product is COC(=O)c1cc(SC(=O)N(C)C)cc(C(=O)O)c1. Reaction SMILES: [CH2:23]1[O:24][CH2:25][CH2:26][CH2:27]1.[CH3:1][O:2][C:3]([c:4]1[cH:5][c:6]([C:7](=[O:8])[O:9][CH3:10])[cH:11][c:12]([S:14][C:15]([N:16]([CH3:17])[CH3:18])=[O:19])[cH:13]1)=[O:20].[Na+:22].[OH-:21]>>[CH3:1][O:2][C:3]([c:4]1[cH:5][c:6]([C:7](=[O:8])[OH:9])[cH:11][c:12]([S:14][C:15]([N:16]([CH3:17])[CH3:18])=[O:19])[cH:13]1)=[O:20]. Reactants: COC(=O)C=Cc1ccc(-n2c(C)ccc2C)cc1, CO, [Na+], [OH-]. Yields the product Cc1ccc(C)n1-c1ccc(C=CC(=O)O)cc1. RXN SMILES: [CH3:1][c:2]1[n:3](-[c:8]2[cH:9][cH:10][c:11]([CH:12]=[CH:13][C:14](=[O:15])[O:16][CH3:17])[cH:18][cH:19]2)[c:4]([CH3:7])[cH:5][cH:6]1.[CH3:20][OH:21].[Na+:23].[OH-:22]>>[CH3:1][c:2]1[n:3](-[c:8]2[cH:9][cH:10][c:11]([CH:12]=[CH:13][C:14](=[O:15])[OH:16])[cH:18][cH:19]2)[c:4]([CH3:7])[cH:5][cH:6]1. Reported procedure: To a solution of 0.400 g of 2-(7-fluoro-2,4-dioxo-5-pyridin-3-yl-2,3,4,5-tetrahydro-benzo[b][1,4]diazepin-1-yl)-N-isopropyl-N-(4-methoxy-phenyl)-acetamide, prepared as in Part E, (0.839 mmol) in 5 mL dimethylformamide at 0° C. under nitrogen is added 2.01 mL (1.01 mmol, 1.2 equiv) potassium bis(trimethylsilyl)amide (0.5M in toluene) dropwise over 5 min. After stirring 10 min., 287 mg of 3-bromomethyl-1-tert-butoxycarbonyl-1H-indazole (0.923 mmol, 1.1 equiv) is added. After 15 min., the reaction ... The reactants are C(C)(=O)OCC (ethyl acetate), FC1=CC2=C(N(C(CC(N2C=2C=NC=CC2)=O)=O)CC(=O)N(C2=CC=C(C=C2)OC)C(C)C)C=C1 (2-(7-fluoro-2,4-dioxo-5-pyridin-3-yl-2,3,4,5-tetrahydro-benzo[b][1,4]diazepin-1-yl)-N-isopropyl-N-(4-methoxy-phenyl)-acetamide), BrCC1=NN(C2=CC=CC=C12)C(=O)OC(C)(C)C (3-bromomethyl-1-tert-butoxycarbonyl-1H-indazole), C[Si](C)(C)[N-][Si](C)(C)C.[K+] (potassium bis(trimethylsilyl)amide). As a reaction SMILES: [F:1][C:2]1[CH:35]=[CH:34][C:5]2[N:6]([CH2:19][C:20]([N:22]([CH:31]([CH3:33])[CH3:32])[C:23]3[CH:28]=[CH:27][C:26]([O:29][CH3:30])=[CH:25][CH:24]=3)=[O:21])[C:7](=[O:18])[CH2:8][C:9](=[O:17])[N:10]([C:11]3[CH:12]=[N:13][CH:14]=[CH:15][CH:16]=3)[C:4]=2[CH:3]=1.C[Si]([N-][Si](C)(C)C)(C)C.[K+].Br[CH2:47][C:48]1[C:56]2[C:51](=[CH:52][CH:53]=[CH:54][CH:55]=2)[N:50]([C:57]([O:59][C:60]([CH3:63])([CH3:62])[CH3:61])=[O:58])[N:49]=1.C(OCC)(=O)C>CN(C)C=O.[Cl-].[Na+].O.O>[F:1][C:2]1[CH:35]=[CH:34][C:5]2[N:6]([CH2:19][C:20]([N:22]([CH:31]([CH3:33])[CH3:32])[C:23]3[CH:24]=[CH:25][C:26]([O:29][CH3:30])=[CH:27][CH:28]=3)=[O:21])[C:7](=[O:18])[CH:8]([CH2:47][C:48]3[C:56]4[C:51](=[CH:52][CH:53]=[CH:54][CH:55]=4)[N:50]([C:57]([O:59][C:60]([CH3:63])([CH3:62])[CH3:61])=[O:58])[N:49]=3)[C:9](=[O:17])[N:10]([C:11]3[CH:12]=[N:13][CH:14]=[CH:15][CH:16]=3)[C:4]=2[CH:3]=1 |f:1.2,6.7.8|. The product is FC1=CC2=C(N(C(C(C(N2C=2C=NC=CC2)=O)CC2=NN(C3=CC=CC=C23)C(=O)OC(C)(C)C)=O)CC(=O)N(C2=CC=C(C=C2)OC)C(C)C)C=C1 (2-[7-Fluoro-3-(1-tert-butoxycarbonyl-indazol-3-ylmethyl)-2,4-dioxo-5-pyridin-3-yl-2,3,4,5-tetrahydro-benzo[b][1,4]diazepin-1-yl]-N-isopropyl-N-(4-methoxy-phenyl)-acetamide). Run at time 10 minute. Solvent: [Cl-].[Na+].O (brine), O (water), CN(C=O)C (dimethylformamide). Isolated yield 65.4%. Starting materials: ClC1=NS(C2=C(N1)C=CC(=C2)Cl)(=O)=O (3,7-dichloro-4H-1,2,4-benzothiadiazine 1,1-dioxide), C1(=CC=CC=C1)CCCCN (4-phenylbutylamine), example 21. Yields the product ClC1=CC2=C(NC(=NS2(=O)=O)NCCCCC2=CC=CC=C2)C=C1 (7-Chloro-3-(4-phenylbutylamino)-4H-1,2,4-benzothiadiazine 1,1-dioxide). RXN SMILES: Cl[C:2]1[NH:7][C:6]2[CH:8]=[CH:9][C:10]([Cl:12])=[CH:11][C:5]=2[S:4](=[O:14])(=[O:13])[N:3]=1.[C:15]1([CH2:21][CH2:22][CH2:23][CH2:24][NH2:25])[CH:20]=[CH:19][CH:18]=[CH:17][CH:16]=1>>[Cl:12][C:10]1[CH:9]=[CH:8][C:6]2[NH:7][C:2]([NH:25][CH2:24][CH2:23][CH2:22][CH2:21][C:15]3[CH:20]=[CH:19][CH:18]=[CH:17][CH:16]=3)=[N:3][S:4](=[O:14])(=[O:13])[C:5]=2[CH:11]=1. Procedure: Starting from 3,7-dichloro-4H-1,2,4-benzothiadiazine 1,1-dioxide (300 mg; 1.19 mmol) and 4-phenylbutylamine (1.5 g; 4.12 mmol) and with the use of same procedure as in example 21 120 mg (27.7%) of the title compound was prepared.; 1H-NMR (DMSO-d6) ppm; 10.8 (s, 1H, NH), 7.75 (d, 1H, H-8), 7.60 (dd, 1H, H-5), 7.2 (m, 7H), 3.29 (t, 2H, CH2), 2.66 (t, 2H, CH2), 1.5 (m, 4H, 2×CH2); MS:EI/70eV: 363 (M+), 272, 259, 231, 180, 91, 44.